From a dataset of the Open Reaction Database (ORD), a public repository of structured organic reaction records. describe an organic reaction: reactants, conditions, products, and yield The product is CC1=C(CN2N(C(C2(C)C)=O)C2C3CC4CC(CC2C4)C3)C=CC=C1C (1-(2,3-dimethylbenzyl)-4,4-dimethyl-2-(adamantan-2-yl)-1,2-diazetidin-3-one). Reaction SMILES: [CH:1]12[CH2:10][CH:5]3[CH2:6][CH:7]([CH2:9][CH:3]([CH2:4]3)[CH:2]1[N:11]1[C:14](=[O:15])[C:13]([CH3:17])([CH3:16])[NH:12]1)[CH2:8]2.[CH3:18][C:19]1[C:26]([CH3:27])=[CH:25][CH:24]=[CH:23][C:20]=1[CH2:21]Br>>[CH3:18][C:19]1[C:26]([CH3:27])=[CH:25][CH:24]=[CH:23][C:20]=1[CH2:21][N:12]1[C:13]([CH3:17])([CH3:16])[C:14](=[O:15])[N:11]1[CH:2]1[CH:3]2[CH2:4][CH:5]3[CH2:6][CH:7]([CH2:8][CH:1]1[CH2:10]3)[CH2:9]2. Starting materials: C12C(C3CC(CC(C1)C3)C2)N2NC(C2=O)(C)C (2-(Adamantan-2-yl)-4,4-dimethyl-1,2-diazetidin-3-one), CC1=C(CBr)C=CC=C1C (2,3-dimethylbenzyl bromide). Reported procedure: 2-(Adamantan-2-yl)-4,4-dimethyl-1,2-diazetidin-3-one and 2,3-dimethylbenzyl bromide were used for a similar reaction and treatment as Process 6 of Example 1, and the title compound was obtained as a white crystalline powder. Reactants: O=C(CBr)c1ccc(Br)s1, CCO, N#C[K]. Product: N#CCC(=O)c1ccc(Br)s1. As a reaction SMILES: [Br:1][CH2:2][C:3](=[O:4])[c:5]1[s:6][c:7]([Br:10])[cH:8][cH:9]1.[CH3:14][CH2:15][OH:16].[K:11][C:12]#[N:13]>>[CH2:2]([C:3](=[O:4])[c:5]1[s:6][c:7]([Br:10])[cH:8][cH:9]1)[C:12]#[N:13]. Reactants: CC(=O)O, C, CC(C)(C)c1cccc(C2(NCC(O)CCc3cc(F)cc(F)c3)CCCN(C(=O)OCc3ccccc3)C2)c1, CCOC(C)=O, [H][H], [Pd]. Product: CC(C)(C)c1cccc(C2(NCC(O)CCc3cc(F)cc(F)c3)CCCNC2)c1. As a reaction SMILES: [C:49]([OH:50])(=[O:51])[CH3:52].[C:53].[CH2:1]([O:2][C:3](=[O:4])[N:11]1[CH2:12][C:13]([NH:17][CH2:18][CH:19]([CH2:20][CH2:21][c:22]2[cH:23][c:24]([F:29])[cH:25][c:26]([F:28])[cH:27]2)[OH:30])([c:31]2[cH:32][c:33]([C:37]([CH3:38])([CH3:39])[CH3:40])[cH:34][cH:35][cH:36]2)[CH2:14][CH2:15][CH2:16]1)[c:5]1[cH:6][cH:7][cH:8][cH:9][cH:10]1.[CH3:43][CH2:44][O:45][C:46]([CH3:47])=[O:48].[H:41][H:42].[Pd:54]>>[NH:11]1[CH2:12][C:13]([NH:17][CH2:18][CH:19]([CH2:20][CH2:21][c:22]2[cH:23][c:24]([F:29])[cH:25][c:26]([F:28])[cH:27]2)[OH:30])([c:31]2[cH:32][c:33]([C:37]([CH3:38])([CH3:39])[CH3:40])[cH:34][cH:35][cH:36]2)[CH2:14][CH2:15][CH2:16]1. Starting materials: O=CC1=CC(OC)=C(O)C=C1 (vanillin), C(C)(=O)CC(C)=O (acetylacetone), trialkyl borates, oxide. Yields the product COC1=CC(=CC=C1O)\C=C\C(=O)CC(=O)\C=C\C1=CC=C(O)C(OC)=C1 (curcumin). Isolated yield 80.0%. Reaction SMILES: O=[CH:2][C:3]1[CH:11]=[CH:10][C:8]([OH:9])=[C:5]([O:6][CH3:7])[CH:4]=1.[C:12]([CH2:15][C:16](=[O:18])[CH3:17])(=[O:14])[CH3:13]>>[CH3:7][O:6][C:5]1[C:8]([OH:9])=[CH:10][CH:11]=[C:3](/[CH:2]=[CH:13]/[C:12]([CH2:15][C:16](/[CH:17]=[CH:2]/[C:3]2[CH:4]=[C:5]([O:6][CH3:7])[C:8]([OH:9])=[CH:10][CH:11]=2)=[O:18])=[O:14])[CH:4]=1. Procedure details: British patent No. 914 047 (publ. 28.12.62) describes the condensation of vanillin with acetylacetone in the presence of 2 mole equivalents of trialkyl borates and 0.35 molequivalents boric oxide to give curcumin with yields from 16-80% of the theory. Best results (80% yield) at room temperature were obtained in ethyl acetate as solvent with 2 molequivalents tri-isopropyl borate in the presence of 0.35 molequivalent of boric anhydride and 0.1 molequivalent butylamine (Pabon, H. J. J., Recueil 83... The reactants are [Cl-].[Li+] (lithium chloride), CN(C(N(C)C)=N)C (tetramethylguanidine), C(C1=CC=CC=C1)OC1=C(C=C(C=O)C=C1C)C (4-benzyloxy-3,5-dimethylbenzaldehyde), C(C)OP(OCC)(=O)C1OC2(OC1=O)CCCCC2 (Diethyl(3-oxo-1,4-dioxaspiro[4.5]dec-2-yl)-phosphonate). Solvent: O1CCCC1 (tetrahydrofuran), C(C)(C)(C)OC (tert.butyl-methylether). Conditions: temperature -20 celsius, time 1 hour. Yields the product CC=1C=C(C=C(C1OCC1=CC=CC=C1)C)\C=C\1/C(OC2(O1)CCCCC2)=O ((3E)-3-[[3,5-dimethyl-4-(phenylmethoxy)phenyl]methylene]-1,4-dioxaspiro[4.5]decan-2-one). As a reaction SMILES: [Cl-].[Li+].[CH2:3]([O:10][C:11]1[C:18]([CH3:19])=[CH:17][C:14]([CH:15]=O)=[CH:13][C:12]=1[CH3:20])[C:4]1[CH:9]=[CH:8][CH:7]=[CH:6][CH:5]=1.C(OP([CH:29]1[C:33](=[O:34])[O:32][C:31]2([CH2:39][CH2:38][CH2:37][CH2:36][CH2:35]2)[O:30]1)(=O)OCC)C.CN(C)C(=N)N(C)C>O1CCCC1.C(OC)(C)(C)C>[CH3:20][C:12]1[CH:13]=[C:14](/[CH:15]=[C:29]2\[C:33](=[O:34])[O:32][C:31]3([CH2:39][CH2:38][CH2:37][CH2:36][CH2:35]3)[O:30]\2)[CH:17]=[C:18]([CH3:19])[C:11]=1[O:10][CH2:3][C:4]1[CH:9]=[CH:8][CH:7]=[CH:6][CH:5]=1 |f:0.1|. Procedure: 4.2 g lithium chloride (0.1 Mol), 20.0 g (83.2 mmol) of 4-benzyloxy-3,5-dimethylbenzaldehyde (D) and 31.62 g (108.2 mmol) of diethyl (3-oxo-1,4-dioxaspiro[4.5]dec-2-yl)-phosphonate (C) are suspended in 130 mL tetrahydrofuran and cooled to −20° C. At this temperature 12.5 mL (0.1 Mol) tetramethylguanidine are added dropwise. After the addition has ended the suspension formed is heated to ambient temperature and stirred for 1 hour. After the addition of 190 mL tert.butyl-methylether the organic ph... Reactants: Cc1cc(Cl)c2cccc(O)c2n1, C1COCCO1, c1c[nH]cn1. The product is Cc1cc(-n2ccnc2)c2cccc(O)c2n1. Reaction SMILES: [Cl:1][c:2]1[cH:3][c:4]([CH3:13])[n:5][c:6]2[c:7]([OH:12])[cH:8][cH:9][cH:10][c:11]12.[O:19]1[CH2:20][CH2:21][O:22][CH2:23][CH2:24]1.[nH:14]1[cH:15][n:16][cH:17][cH:18]1>>[c:2]1(-[n:14]2[cH:15][n:16][cH:17][cH:18]2)[cH:3][c:4]([CH3:13])[n:5][c:6]2[c:7]([OH:12])[cH:8][cH:9][cH:10][c:11]12.